Dataset: the Open Reaction Database (ORD), a public repository of structured organic reaction records. Task: describe an organic reaction: reactants, conditions, products, and yield The reactants are NC1=NC=C(C=C1)C(F)(F)F (2-amino-5-trifluoromethylpyridine), [OH-].[Na+] (sodium hydroxide), ClN1C(C=2C(C1=O)=CC=CC2)=O (N-chlorophthalimide), ClNC1=NC=C(C=C1)C(F)(F)F (2-chloroamino-5-trifluoromethylpyridine). The solvent is C1(=CC=CC=C1)C (toluene). Run at time 1 hour. Product: NC1=NC=C(C=C1Cl)C(F)(F)F (2-amino-3-chloro-5-trifluoromethylpyridine). Yield: 89.0%. RXN SMILES: [NH2:1][C:2]1[CH:7]=[CH:6][C:5]([C:8]([F:11])([F:10])[F:9])=[CH:4][N:3]=1.[Cl:12]N1C(=O)C2=CC=CC=C2C1=O.ClNC1C=CC(C(F)(F)F)=CN=1.[OH-].[Na+]>C1(C)C=CC=CC=1>[NH2:1][C:2]1[C:7]([Cl:12])=[CH:6][C:5]([C:8]([F:9])([F:11])[F:10])=[CH:4][N:3]=1 |f:3.4|. Reported procedure: Into the same 300 ml four-necked flask as used in Example 1, 16.2 g (0.1 mol) of 2-amino-5-trifluoromethylpyridine, 20.9 g (0.115 mol) of N-chlorophthalimide and 150 g of toluene were added, and the reaction was carried out at 80° C. for one hour under heating with stirring. During the reaction, formation of 2-chloroamino-5-trifluoromethylpyridine was confirmed. After completion of the reaction, the reaction mixture was cooled to room temperature, and 50 g of a 25% sodium hydroxide aqueous solut... Run in C1CCOC1 (THF). Reaction SMILES: [C:1]1([C@@H:7]([NH:9][C:10]2[N:15]=[C:14](N3C4C=CC([Sn](CCCC)(CCCC)CCCC)=CC=4N=C3)[CH:13]=C[N:11]=2)[CH3:8])[CH:6]=[CH:5][CH:4]=[CH:3][CH:2]=1.Br[C:39]1[CH:40]=[N:41][CH:42]=[N:43][CH:44]=1.[CH3:45][N:46]([CH:48]=O)[CH3:47]>C1COCC1.C1C=CC(/C=C/C(/C=C/C2C=CC=CC=2)=O)=CC=1.C1C=CC(/C=C/C(/C=C/C2C=CC=CC=2)=O)=CC=1.C1C=CC(/C=C/C(/C=C/C2C=CC=CC=2)=O)=CC=1.[Pd].[Pd].C1(C)C=CC=CC=1P(C1C=CC=CC=1C)C1C=CC=CC=1C>[C:1]1([C@@H:7]([NH:9][C:10]2[N:11]=[C:45]([N:46]3[C:47]4[CH:4]=[CH:3][C:2]([C:39]5[CH:40]=[N:41][CH:42]=[N:43][CH:44]=5)=[CH:1][C:7]=4[N:9]=[CH:48]3)[CH:13]=[CH:14][N:15]=2)[CH3:8])[CH:2]=[CH:3][CH:4]=[CH:5][CH:6]=1 |f:4.5.6.7.8|. Yields the product C1(=CC=CC=C1)[C@H](C)NC1=NC=CC(=N1)N1C=NC2=C1C=CC(=C2)C=2C=NC=NC2 (2-[(S)-1-Phenylethylamino]-4-[5-(pyrimidin-5-yl)-benzimidazol-1-yl]pyrimidine). Reactants: C1(=CC=CC=C1)[C@H](C)NC1=NC=CC(=N1)N1C=NC2=C1C=CC(=C2)[Sn](CCCC)(CCCC)CCCC (2-[(S)-1-phenylethylamino]-4-[5-(tributylstannyl)-benzimidazol-1-yl]pyrimidine), BrC=1C=NC=NC1 (5-bromopyrimidine), CN(C)C=O (DMF). Reagents/catalysts: C=1C=CC(=CC1)/C=C/C(=O)/C=C/C2=CC=CC=C2.C=1C=CC(=CC1)/C=C/C(=O)/C=C/C2=CC=CC=C2.C=1C=CC(=CC1)/C=C/C(=O)/C=C/C2=CC=CC=C2.[Pd].[Pd] (Pd2DBA3), C1(=C(C=CC=C1)P(C1=C(C=CC=C1)C)C1=C(C=CC=C1)C)C (tri-o-tolylphosphine). Conditions: temperature 100 celsius. Procedure details: To a stirred solution of 2-[(S)-1-phenylethylamino]-4-[5-(tributylstannyl)-benzimidazol-1-yl]pyrimidine (27.7 mg) in THF (3 mL) was added 5-bromopyrimidine (22 mg), Pd2DBA3 (0.26 mg) and tri-o-tolylphosphine (0.47 mg). The mixture was heated and maintained at reflux for 2 h. Thin layer chromatographic analysis indicated there was mostly starting material present. DMF (3 mL) was added and the THF was removed under a stream of nitrogen. Tetrakis(triphenylphosphine)palladium(0) (1 mg) was added and... Starting materials: C(C)[C@@H](C1=CC=CC=C1)NC(=O)C1=C(C(=NC2=CC=CC=C12)C1=CC=CC=C1)O ((S)-N-(α-ethylbenzyl)-3-hydroxy-2-phenylquinoline-4-carboxamide), C(=O)([O-])[O-].[K+].[K+] (K2CO3), BrCC(=O)OCC (ethyl bromoacetate). Solvent: C1CCOC1 (THF). Reaction conditions: time 2.5 hour. Product: C(C)[C@@H](C1=CC=CC=C1)NC(=O)C1=C(C(=NC2=CC=CC=C12)C1=CC=CC=C1)OCC(=O)OCC ((S)-N-(α-ethylbenzyl)-3-(ethoxycarbonylmethoxy)-2-phenylquinoline-4-carboxamide). Isolated yield 135.4%. Reaction SMILES: [CH2:1]([C@H:3]([NH:10][C:11]([C:13]1[C:22]2[C:17](=[CH:18][CH:19]=[CH:20][CH:21]=2)[N:16]=[C:15]([C:23]2[CH:28]=[CH:27][CH:26]=[CH:25][CH:24]=2)[C:14]=1[OH:29])=[O:12])[C:4]1[CH:9]=[CH:8][CH:7]=[CH:6][CH:5]=1)[CH3:2].C([O-])([O-])=O.[K+].[K+].Br[CH2:37][C:38]([O:40][CH2:41][CH3:42])=[O:39]>C1COCC1>[CH2:1]([C@H:3]([NH:10][C:11]([C:13]1[C:22]2[C:17](=[CH:18][CH:19]=[CH:20][CH:21]=2)[N:16]=[C:15]([C:23]2[CH:24]=[CH:25][CH:26]=[CH:27][CH:28]=2)[C:14]=1[O:29][CH2:37][C:38]([O:40][CH2:41][CH3:42])=[O:39])=[O:12])[C:4]1[CH:5]=[CH:6][CH:7]=[CH:8][CH:9]=1)[CH3:2] |f:1.2.3|. Procedure: 2.0 g (5.2 mmol) of (S)-N-(α-ethylbenzyl)-3-hydroxy-2-phenylquinoline-4-carboxamide (compound of Description 1) were dissolved, under nitrogen atmosphere and magnetic stirring, in 20 ml of THF. 2.0 g (14.5 mmol) of K2CO3, 0.87 ml (7.8 mmol) of ethyl bromoacetate and a small amount of Ki were added and the reaction mixture was left at room temperature under magnetical stirring for 2.5 hours. The precipitate was filtered off and the solution was evaporated in-vacuo to dryness; the residue was diss... Starting materials: C1(CCCCC1)CC1(C(C(=C(C2=CC=CC=C12)O)C1=NS(C2=C(N1)C=CC(=C2)NC(OC(C)(C)C)=O)(=O)=O)=O)C (tert-butyl 3-[4-(cyclohexylmethyl)-1-hydroxy-4-methyl-3-oxo-3,4-dihydronaphthalen-2-yl]-1,1-dioxido-4H-1,2,4-benzothiadiazin-7-ylcarbamate), Cl (hydrochloric acid). Run in O1CCOCC1 (1,4-dioxane). The product is Cl.NC1=CC2=C(NC(=NS2(=O)=O)C=2C(C(C3=CC=CC=C3C2O)(C)CC2CCCCC2)=O)C=C1 (3-(7-amino-1,1-dioxido-4H-1,2,4-benzothiadiazin-3-yl)-1-(cyclohexylmethyl)-4-hydroxy-1-methylnaphthalen-2(1H)-one hydrochloride). Isolated yield 91.0%. Reaction SMILES: [CH:1]1([CH2:7][C:8]2([CH3:40])[C:17]3[C:12](=[CH:13][CH:14]=[CH:15][CH:16]=3)[C:11]([OH:18])=[C:10]([C:19]3[NH:24][C:23]4[CH:25]=[CH:26][C:27]([NH:29]C(=O)OC(C)(C)C)=[CH:28][C:22]=4[S:21](=[O:38])(=[O:37])[N:20]=3)[C:9]2=[O:39])[CH2:6][CH2:5][CH2:4][CH2:3][CH2:2]1.[ClH:41]>O1CCOCC1>[ClH:41].[NH2:29][C:27]1[CH:26]=[CH:25][C:23]2[NH:24][C:19]([C:10]3[C:9](=[O:39])[C:8]([CH2:7][CH:1]4[CH2:6][CH2:5][CH2:4][CH2:3][CH2:2]4)([CH3:40])[C:17]4[C:12]([C:11]=3[OH:18])=[CH:13][CH:14]=[CH:15][CH:16]=4)=[N:20][S:21](=[O:38])(=[O:37])[C:22]=2[CH:28]=1 |f:3.4|. Procedure: A solution of Example 41G (1.44, 2.56 mmol) in 4M hydrochloric acid in 1,4-dioxane (10 mL) was stirred at 25° C. for 1 hour. The solution was concentrated in vacuo and the residue was triturated in diethyl ether to give the title compound (1.17 g, 91%). 1H NMR (300 MHz, DMSO-d6): δ ppm 0.78 (m, 7H) 1.35 (m, 7H) 2.20 (m, 2H) 7.02 (m, 2H) 7.50 (m, 2H) 7.76 (m, 2H) 8.16 (m, 1H) 13.61 (m, 1H).